This data is from the Open Reaction Database (ORD), a public repository of structured organic reaction records. The task is: describe an organic reaction: reactants, conditions, products, and yield The reactants are COC1=CC=CC2=C1NC(OC2=O)=O (8-methoxy-1H-benzo[d][1,3]oxazine-2,4-dione), C(C)(CC)C1=CC=C(N)C=C1 (4-sec-butylaniline). Solvent: CN(C)C=O (DMF). The product is NC1=C(C(=O)NC2=CC=C(C=C2)C(C)CC)C=CC=C1OC (2-amino-N-(4-sec-butyl-phenyl)-3-methoxy-benzamide). RXN SMILES: [CH3:1][O:2][C:3]1[C:8]2[NH:9]C(=O)O[C:12](=[O:13])[C:7]=2[CH:6]=[CH:5][CH:4]=1.[CH:15]([C:19]1[CH:25]=[CH:24][C:22]([NH2:23])=[CH:21][CH:20]=1)([CH2:17][CH3:18])[CH3:16]>CN(C=O)C>[NH2:9][C:8]1[C:3]([O:2][CH3:1])=[CH:4][CH:5]=[CH:6][C:7]=1[C:12]([NH:23][C:22]1[CH:24]=[CH:25][C:19]([CH:15]([CH2:17][CH3:18])[CH3:16])=[CH:20][CH:21]=1)=[O:13]. Reported procedure: A solution of 8-methoxy-1H-benzo[d][1,3]oxazine-2,4-dione (0.50 g, 2.6 mmol) and 4-sec-butylaniline (0.42 g, 2.8 mmol) in DMF (4.0 mL) were stirred at 110° C. under N2 for 24 hours. The mixture was concentrated to dryness then purified by column chromatography on silica gel using ½ EtOAc/hexane as eluent to afford 2-amino-N-(4-sec-butyl-phenyl)-3-methoxy-benzamide as white solid. Yield: 0.533 g (69%). The reactants are ClCCCN1CCCC1 (1-(3-chloropropyl)pyrrolidine), [H-].[Na+] (sodium hydride), [I-].[Na+] (sodium iodide), C([O-])(O)=O.[Na+] (sodium bicarbonate), C(=CC1=CC=CC=C1)C1=CC(=NN1C1=CC=C(C=C1)O)C(F)(F)F (4-(5-Styryl-3-trifluoromethylpyrazol-1-yl)phenol). Solvent: CN(C=O)C (N,N-dimethylformamide). Conditions: temperature 70 celsius. Product: N1(CCCC1)CCCOC1=CC=C(C=C1)N1N=C(C=C1C=CC1=CC=CC=C1)C(F)(F)F (1-[4-(3-Pyrrolidin-1-ylpropoxy)phenyl]-5-styryl-3-trifluoromethyl-1H-pyrazole). Yield: 23.6%. Reaction SMILES: [CH:1]([C:9]1[N:13]([C:14]2[CH:19]=[CH:18][C:17]([OH:20])=[CH:16][CH:15]=2)[N:12]=[C:11]([C:21]([F:24])([F:23])[F:22])[CH:10]=1)=[CH:2][C:3]1[CH:8]=[CH:7][CH:6]=[CH:5][CH:4]=1.Cl[CH2:26][CH2:27][CH2:28][N:29]1[CH2:33][CH2:32][CH2:31][CH2:30]1.[H-].[Na+].[I-].[Na+].C(=O)(O)[O-].[Na+]>CN(C)C=O>[N:29]1([CH2:28][CH2:27][CH2:26][O:20][C:17]2[CH:18]=[CH:19][C:14]([N:13]3[C:9]([CH:1]=[CH:2][C:3]4[CH:4]=[CH:5][CH:6]=[CH:7][CH:8]=4)=[CH:10][C:11]([C:21]([F:24])([F:23])[F:22])=[N:12]3)=[CH:15][CH:16]=2)[CH2:33][CH2:32][CH2:31][CH2:30]1 |f:2.3,4.5,6.7|. Procedure details: 4-(5-Styryl-3-trifluoromethylpyrazol-1-yl)phenol (0.2 mmol) was dissolved in N,N-dimethylformamide (1 mL), and 1-(3-chloropropyl)pyrrolidine (32 mg, 0.22 mmol), sodium hydride (9 mg, 60% dispersion in mineral oil, 0.22 mmol) and sodium iodide (33 mg, 0.22 mmol) were added. The reaction was heated at 70° C. overnight, then cooled to room temperature. Saturated sodium bicarbonate solution was added, and the mixture was extracted with ethyl acetate. The extracts were dried over MgSO4 and concentrat... Yields the product O=C(O)c1cnoc1-c1ccc(Br)cc1. As a reaction SMILES: [CH2:1]([CH3:2])[O:3][C:4](=[O:5])[c:6]1[cH:7][n:8][o:9][c:10]1-[c:11]1[cH:12][cH:13][c:14]([Br:17])[cH:15][cH:16]1.[CH3:18][C:19](=[O:20])[OH:21].[ClH:23].[OH2:22]>>[O:3]=[C:4]([OH:5])[c:6]1[cH:7][n:8][o:9][c:10]1-[c:11]1[cH:12][cH:13][c:14]([Br:17])[cH:15][cH:16]1. Starting materials: CCOC(=O)c1cnoc1-c1ccc(Br)cc1, CC(=O)O, Cl, O. RXN SMILES: C(N[C@@H]1C(=O)N2[C@H](C(O)=O)CCCN2C(=O)CC1)(=O)C1C=CC=CC=1.[C:26]([NH:34][CH:35]1[C:41](=[O:42])[N:40]2[CH:43]([C:47]([NH:49][CH:50]3[CH2:54][C:53](=[O:55])[O:52][CH:51]3[O:56][CH2:57][C:58]3[CH:63]=[CH:62][CH:61]=[CH:60][CH:59]=3)=[O:48])[CH2:44][CH2:45][CH2:46][N:39]2[C:38](=[O:64])[CH2:37][CH2:36]1)(=[O:33])[C:27]1[CH:32]=[CH:31][CH:30]=[CH:29][CH:28]=1.C(OC(N[C@H]1CC(=O)OC1OCC1C=CC([Cl:86])=CC=1)=O)C=C>>[C:26]([NH:34][CH:35]1[C:41](=[O:42])[N:40]2[CH:43]([C:47]([NH:49][CH:50]3[CH2:54][C:53](=[O:55])[O:52][CH:51]3[O:56][CH2:57][C:58]3[CH:59]=[CH:60][C:61]([Cl:86])=[CH:62][CH:63]=3)=[O:48])[CH2:44][CH2:45][CH2:46][N:39]2[C:38](=[O:64])[CH2:37][CH2:36]1)(=[O:33])[C:27]1[CH:32]=[CH:31][CH:30]=[CH:29][CH:28]=1. Procedure details: was synthesized from 212e by the methods used to prepare 213e from 212e using 2101a to afford 380 mg of 2100f, 1H NMR (CDCl3) δ1.8-2.0(m, 10H), 2.30(d, 1H), 2.31-2.5(m, 3H), 2.7-2.9(m, 3H), 3.05(m, 2H), 3.1-3.2(m, 4H), 4.45(q, 1H), 4.5-4.6(m, 3H), 4.7(d, 2H), 4.85(d, 1H), 4.9(t, 1H), 5.2(t, 1H), 5.15(m, 2H), 5.25(s, 1H), 5.55(d, 1H), 6.5(d, 1H), 6.9(d, 1H), 6.95(d, 1H), 7.25(m, 3H), 7.35(t, 2H), 7.45(m, 2H), 7.55(1H), 7.8(m, 3H). Product: C(C1=CC=CC=C1)(=O)NC1CCC(N2N(C1=O)C(CCC2)C(=O)NC2C(OC(C2)=O)OCC2=CC=C(C=C2)Cl)=O (9-Benzoylamino-6,10-dioxo-1,2,3,4,7,8,9,10-octahydro-N-(2-(4-chlorobenzyl)oxy-5-oxotetrahydrofuran-3-yl)-6H-pyridazino[1,2-a][1,2]diazepine-1-carboxamide). Reactants: C(C1=CC=CC=C1)(=O)N[C@H]1CCC(N2N(C1=O)[C@@H](CCC2)C(=O)O)=O ((1S,9S) 9-Benzoylamino-6,10-dioxo-1,2,3,4,7,8,9,10-octahydro-6H-pyridazino[1,2-a][1,2]-diazepine-1-carboxylic acid), C(C=C)OC(=O)N[C@@H]1C(OC(C1)=O)OCC1=CC=C(C=C1)Cl ((3S,2RS) 3-Allyloxycarbonylamino-2-(4-chlorobenzyl)oxy-5-oxotetrahydrofuran), C(C1=CC=CC=C1)(=O)NC1CCC(N2N(C1=O)C(CCC2)C(=O)NC2C(OC(C2)=O)OCC2=CC=CC=C2)=O (9-Benzoylamino-6,10-dioxo-1,2,3,4,7,8,9,10-octahydro-N-(2-benzyloxy-5-oxotetrahydrofuran-3-yl)-6H-pyridazino[1,2-a][1,2]diazepine-1-carboxamide), C(C1=CC=CC=C1)(=O)N[C@H]1CCC(N2N(C1=O)[C@@H](CCC2)C(=O)O)=O ((1S,9S) 9-Benzoylamino-6,10-dioxo-1,2,3,4,7,8,9,10-octahydro-6H-pyridazino[1,2-a][1,2]-diazepine-1-carboxylic acid). Reactants: O=C(Oc1ccc2c(c1)CN1CCCC1CN2C(=O)CCN1CCCC1)c1ccccc1, CCO, [H][H]. Yields the product O=C(CCN1CCCC1)N1CC2CCCN2Cc2cc(O)ccc21. As a reaction SMILES: [C:1](=[O:2])([c:3]1[cH:4][cH:5][cH:6][cH:7][cH:8]1)[O:9][c:10]1[cH:11][cH:12][c:13]2[c:14]([cH:32]1)[CH2:15][N:16]1[CH:17]([CH2:18][N:19]2[C:20]([CH2:21][CH2:22][N:23]2[CH2:24][CH2:25][CH2:26][CH2:27]2)=[O:28])[CH2:29][CH2:30][CH2:31]1.[CH3:35][CH2:36][OH:37].[H:33][H:34]>>[OH:9][c:10]1[cH:11][cH:12][c:13]2[c:14]([cH:32]1)[CH2:15][N:16]1[CH:17]([CH2:18][N:19]2[C:20]([CH2:21][CH2:22][N:23]2[CH2:24][CH2:25][CH2:26][CH2:27]2)=[O:28])[CH2:29][CH2:30][CH2:31]1.